From a dataset of the Open Reaction Database (ORD), a public repository of structured organic reaction records. describe an organic reaction: reactants, conditions, products, and yield Reactants: CC(C)c1nn(Cc2ccc(Br)cc2F)c(=O)c(C(=O)NCC(=O)O)c1O, O=C(O)c1ccc(B(O)O)cc1, O=C([O-])[O-], C1COCCO1, Cl, [K+], [K+], O, c1ccc(P(c2ccccc2)(c2ccccc2)[Pd](P(c2ccccc2)(c2ccccc2)c2ccccc2)(P(c2ccccc2)(c2ccccc2)c2ccccc2)P(c2ccccc2)(c2ccccc2)c2ccccc2)cc1. Product: CC(C)c1nn(Cc2ccc(-c3ccc(C(=O)O)cc3)cc2F)c(=O)c(C(=O)NCC(=O)O)c1O. RXN SMILES: [Br:1][c:2]1[cH:3][c:4]([F:27])[c:5]([CH2:8][n:9]2[n:10][c:11]([CH:24]([CH3:25])[CH3:26])[c:12]([OH:23])[c:13]([C:16](=[O:17])[NH:18][CH2:19][C:20](=[O:21])[OH:22])[c:14]2=[O:15])[cH:6][cH:7]1.[C:28](=[O:29])([OH:30])[c:31]1[cH:32][cH:33][c:34]([B:37]([OH:38])[OH:39])[cH:35][cH:36]1.[C:40](=[O:41])([O-:42])[O-:43].[CH2:125]1[O:126][CH2:127][CH2:128][O:129][CH2:130]1.[ClH:46].[K+:44].[K+:45].[OH2:47].[cH:48]1[cH:49][cH:50][c:51]([P:52]([Pd:53]([P:54]([c:55]2[cH:56][cH:57][cH:58][cH:59][cH:60]2)([c:61]2[cH:62][cH:63][cH:64][cH:65][cH:66]2)[c:67]2[cH:68][cH:69][cH:70][cH:71][cH:72]2)([P:73]([c:74]2[cH:75][cH:76][cH:77][cH:78][cH:79]2)([c:80]2[cH:81][cH:82][cH:83][cH:84][cH:85]2)[c:86]2[cH:87][cH:88][cH:89][cH:90][cH:91]2)[P:92]([c:93]2[cH:94][cH:95][cH:96][cH:97][cH:98]2)([c:99]2[cH:100][cH:101][cH:102][cH:103][cH:104]2)[c:105]2[cH:106][cH:107][cH:108][cH:109][cH:110]2)([c:111]2[cH:112][cH:113][cH:114][cH:115][cH:116]2)[c:117]2[cH:118][cH:119][cH:120][cH:121][cH:122]2)[cH:123][cH:124]1>>[c:2]1(-[c:34]2[cH:33][cH:32][c:31]([C:28](=[O:29])[OH:30])[cH:36][cH:35]2)[cH:3][c:4]([F:27])[c:5]([CH2:8][n:9]2[n:10][c:11]([CH:24]([CH3:25])[CH3:26])[c:12]([OH:23])[c:13]([C:16](=[O:17])[NH:18][CH2:19][C:20](=[O:21])[OH:22])[c:14]2=[O:15])[cH:6][cH:7]1. Starting materials: C([O-])(O)=O.[Na+] (sodium bicarbonate), FC([C@@H](C=1C=NC(=CC1)NN)N1C[C@H](CC1)NC(OC(C)(C)C)=O)(F)F (tert-butyl (S)-1-((R)-2,2,2-trifluoro-1-(6-hydrazinylpyridin-3-yl)ethyl)pyrrolidin-3-ylcarbamate), COC=1C=CC=C2C=CC(=NC12)C=O (8-methoxyquinoline-2-carbaldehyde), C(C)(=O)O.C(C)(=O)O.IC1=CC=CC=C1 (iodobenzene diacetate). Run in C(C)(=O)OCC (Ethyl acetate), CCO (EtOH). Conditions: time 2 hour. Yields the product FC([C@@H](C=1C=CC=2N(C1)C(=NN2)C2=NC1=C(C=CC=C1C=C2)OC)N2C[C@H](CC2)NC(OC(C)(C)C)=O)(F)F (tert-butyl (S)-1-((R)-2,2,2-trifluoro-1-(3-(8-methoxyquinolin-2-yl)-[1,2,4]triazolo[4,3-a]pyridin-6-yl)ethyl)pyrrolidin-3-ylcarbamate). Yield: 38.5%. As a reaction SMILES: [F:1][C:2]([F:26])([F:25])[C@H:3]([N:12]1[CH2:16][CH2:15][C@H:14]([NH:17][C:18](=[O:24])[O:19][C:20]([CH3:23])([CH3:22])[CH3:21])[CH2:13]1)[C:4]1[CH:5]=[N:6][C:7]([NH:10][NH2:11])=[CH:8][CH:9]=1.[CH3:27][O:28][C:29]1[CH:30]=[CH:31][CH:32]=[C:33]2[C:38]=1[N:37]=[C:36]([CH:39]=O)[CH:35]=[CH:34]2.C(O)(=O)C.C(O)(=O)C.IC1C=CC=CC=1.C(=O)(O)[O-].[Na+]>CCO.C(OCC)(=O)C>[F:26][C:2]([F:25])([F:1])[C@H:3]([N:12]1[CH2:16][CH2:15][C@H:14]([NH:17][C:18](=[O:24])[O:19][C:20]([CH3:22])([CH3:23])[CH3:21])[CH2:13]1)[C:4]1[CH:9]=[CH:8][C:7]2[N:6]([C:39]([C:36]3[CH:35]=[CH:34][C:33]4[C:38](=[C:29]([O:28][CH3:27])[CH:30]=[CH:31][CH:32]=4)[N:37]=3)=[N:11][N:10]=2)[CH:5]=1 |f:2.3.4,5.6|. Procedure: A solution of tert-butyl (S)-1-((R)-2,2,2-trifluoro-1-(6-hydrazinylpyridin-3-yl)ethyl)pyrrolidin-3-ylcarbamate (0.279 g, 0.67 mmol) and 8-methoxyquinoline-2-carbaldehyde (0.125 g, 0.67 mmol) in EtOH (10 mL) was stirred at ambient temperature for 18 hours. The solvent was removed under reduced pressure. The residue was dissolved in DCM (10 mL) and iodobenzene diacetate (0.259 g, 0.80 mmol) was added. The mixture was stirred at ambient temperature for 2 hours. Ethyl acetate (20 mL) and saturated s... Starting materials: C(CCC)OC(=O)C=1N=C(C2=CC(=CC=C2C1O)SC1=CC=CC=C1)Br (1-bromo-4-hydroxy-7-phenylsulfanyl-isoquinoline-3-carboxylic acid butyl ester), red phosphorous, I (HI), C(C)(=O)O (acetic acid). Solvent: C(C)(=O)OCC (ethyl acetate). Reaction conditions: time 30 minute. The product is C(CCC)OC(=O)C=1N=CC2=CC(=CC=C2C1O)SC1=CC=CC=C1 (4-Hydroxy-7-phenylsulfanyl-isoquinoline-3-carboxylic acid butyl ester). The yield is 34.8%. RXN SMILES: [CH2:1]([O:5][C:6]([C:8]1[N:9]=[C:10](Br)[C:11]2[C:16]([C:17]=1[OH:18])=[CH:15][CH:14]=[C:13]([S:19][C:20]1[CH:25]=[CH:24][CH:23]=[CH:22][CH:21]=1)[CH:12]=2)=[O:7])[CH2:2][CH2:3][CH3:4].I.C(O)(=O)C>C(OCC)(=O)C>[CH2:1]([O:5][C:6]([C:8]1[N:9]=[CH:10][C:11]2[C:16]([C:17]=1[OH:18])=[CH:15][CH:14]=[C:13]([S:19][C:20]1[CH:25]=[CH:24][CH:23]=[CH:22][CH:21]=1)[CH:12]=2)=[O:7])[CH2:2][CH2:3][CH3:4]. Procedure: A mixture of 432 mg of 1-bromo-4-hydroxy-7-phenylsulfanyl-isoquinoline-3-carboxylic acid butyl ester (1 mmol), 63 mg of red phosphorous (2 mmol), 0.4 ml of aqueous 57 wt % HI (3 mmol), and 1 ml of glacial acetic acid was refluxed with stirring for 30 min. Then the reaction mixture was diluted with 25 ml of ethyl acetate, filtered by suction through a pad of celite, washed with a solution of 0.2 g of NaHSO3 in 5 ml of water, and washed two times with 5 ml of concentrated aqueous sodium bicarbonat... Reagents/catalysts: C(C)(=O)Cl (acetyl chloride). The yield is 38.5%. Starting materials: ClC1=C(C(=CC=C1)F)CC (1-chloro-2-ethyl-3-fluorobenzene), [Cl-].[Al+3].[Cl-].[Cl-] (aluminum chloride), ice water, Cl (hydrochloric acid), C(C)(=O)Cl (acetyl chloride). The product is ClC1=C(C=CC(=C1CC)F)C(C)=O (1-(2-chloro-3-ethyl-4-fluorophenyl)ethanone). Conditions: temperature 40 celsius. Procedure: A mixture of 1-chloro-2-ethyl-3-fluorobenzene (8.0 g) and anhydrous aluminum chloride (13.09 g) was stirred at 40° C., acetyl chloride (3 drops) was added thereto, and the mixture was stirred for 10 min. The mixture was cooled to room temperature, acetyl chloride (3.9 g) was added to the mixture, and the mixture was stirred at room temperature for 2 hr. The reaction mixture was poured into ice water, and 2 mol/L hydrochloric acid was added thereto. The mixture was extracted with methylene chlori... RXN SMILES: [Cl:1][C:2]1[CH:7]=[CH:6][CH:5]=[C:4]([F:8])[C:3]=1[CH2:9][CH3:10].[Cl-].[Al+3].[Cl-].[Cl-].[C:15](Cl)(=[O:17])[CH3:16].Cl>C(Cl)(=O)C>[Cl:1][C:2]1[C:3]([CH2:9][CH3:10])=[C:4]([F:8])[CH:5]=[CH:6][C:7]=1[C:15](=[O:17])[CH3:16] |f:1.2.3.4|. The reactants are Cl.CC1=NC=C(C(=C1O)CCl)C=C (2-methyl-3-hydroxy-4-chloromethyl-5-vinylpyridine hydrochloride), O.O.O.O.O.S(=S)(=O)([O-])[O-].[Na+].[Na+] (sodium thiosulfate pentahydrate), O (water). The solvent is C(C)O (ethanol). Run at temperature 75 celsius. Product: Bunte salt, CC1=NC=C(C(=C1O)CS)C=C (2-methyl-3-hydroxy-4-mercaptomethyl-5-vinylpyridine). As a reaction SMILES: O.O.O.O.O.[S:6]([O-])([O-])(=O)=S.[Na+].[Na+].O.Cl.[CH3:15][C:16]1[C:21]([OH:22])=[C:20]([CH2:23]Cl)[C:19]([CH:25]=[CH2:26])=[CH:18][N:17]=1>C(O)C>[CH3:15][C:16]1[C:21]([OH:22])=[C:20]([CH2:23][SH:6])[C:19]([CH:25]=[CH2:26])=[CH:18][N:17]=1 |f:0.1.2.3.4.5.6.7,9.10|. Procedure details: A solution of 20 g. of sodium thiosulfate pentahydrate in 15 ml. of water is added to a solution of 18 g. of 2-methyl-3-hydroxy-4-chloromethyl-5-vinylpyridine hydrochloride in 100 ml. of 50% ethanol. The mixture is heated one hour at 75° C., cooled and evaporated to dryness to give Bunte salt of 2-methyl-3-hydroxy-4-mercaptomethyl-5-vinylpyridine, m.p. 198°-200° C. Starting materials: C1(CCC1)C1=CC(=C(N)C=C1C(F)(F)F)I (4-cyclobutyl-2-iodo-5-(trifluoromethyl)aniline), N(=O)[O-].[Na+] (sodium nitrite), S(O)(O)(=O)=O (sulfuric acid), C(C)O (ethanol). Solvent: C(C)#N (acetonitrile), O (water), C(Cl)(Cl)Cl (chloroform). Product: C1(CCC1)C1=C(C=CC(=C1)I)C(F)(F)F (2-cyclobutyl-4-iodo-1-(trifluoromethyl)benzene). Isolated yield 62.9%. RXN SMILES: [CH:1]1([C:5]2[C:11]([C:12]([F:15])([F:14])[F:13])=[CH:10][C:8](N)=[C:7]([I:16])[CH:6]=2)[CH2:4][CH2:3][CH2:2]1.N([O-])=O.[Na+].S(=O)(=O)(O)O.C(O)C>C(#N)C.C(Cl)(Cl)Cl.O>[CH:1]1([C:5]2[CH:6]=[C:7]([I:16])[CH:8]=[CH:10][C:11]=2[C:12]([F:15])([F:13])[F:14])[CH2:2][CH2:3][CH2:4]1 |f:1.2|. Procedure details: To a suspension in acetonitrile (60.0 mL) of the compound (2.08 g) obtained in step (3) above and sodium nitrite (2.10 g), conc. sulfuric acid (6.00 mL) was added at 0° C. over a period of 15 minutes. After stirring the mixture at that temperature for an hour, ethanol (24.0 mL) was added. After being stirred at 100° C. for two hours, the reaction mixture was stirred overnight at room temperature. The reaction mixture was poured into iced water and two extractions were conducted with chloroform. ... Starting materials: CC[N+](CC)(CC)Cc1ccccc1, [Cl-], ClCCBr, [Na+], [OH-], O, N#CCc1ccc2ncsc2c1. Product: N#CC1(c2ccc3ncsc3c2)CC1. Reaction SMILES: [CH2:20]([N+:21]([CH2:22][CH3:23])([CH2:24][CH3:25])[CH2:26][CH3:27])[c:28]1[cH:29][cH:30][cH:31][cH:32][cH:33]1.[Cl-:19].[Cl:15][CH2:16][CH2:17][Br:18].[Na+:2].[OH-:1].[OH2:34].[s:3]1[cH:4][n:5][c:6]2[c:7]1[cH:8][c:9]([CH2:12][C:13]#[N:14])[cH:10][cH:11]2>>[s:3]1[cH:4][n:5][c:6]2[c:7]1[cH:8][c:9]([C:12]1([C:13]#[N:14])[CH2:16][CH2:17]1)[cH:10][cH:11]2.